From a dataset of the Open Reaction Database (ORD), a public repository of structured organic reaction records. describe an organic reaction: reactants, conditions, products, and yield Starting materials: CC(C)OC(=O)/N=N/C(=O)OC(C)C (DIAD), FC(C1=NN=C2N1N=C(C=C2)N2CCC(CC2)O)(F)F (1-[3-(trifluoromethyl)-[1,2,4]triazolo[4,3-b]pyridazin-6-yl]piperidin-4-ol), OC1=CC=C(C(=O)OCC)C=C1 (ethyl 4-hydroxybenzoate), C1(=CC=CC=C1)P(C1=CC=CC=C1)C1=CC=CC=C1 (triphenylphosphine). Solvent: C1CCOC1 (THF). Reaction conditions: time 4 hour. Product: FC(C1=NN=C2N1N=C(C=C2)N2CCC(CC2)OC2=CC=C(C(=O)OCC)C=C2)(F)F (ethyl 4-[[1-[3-(trifluoromethyl)-[1,2,4]triazolo[4,3-b]pyridazin-6-yl]piperidin-4-yl]oxy]benzoate). Yield: 48.8%. Reaction SMILES: CC(OC(/N=N/C(OC(C)C)=O)=O)C.[F:15][C:16]([F:34])([F:33])[C:17]1[N:21]2[N:22]=[C:23]([N:26]3[CH2:31][CH2:30][CH:29]([OH:32])[CH2:28][CH2:27]3)[CH:24]=[CH:25][C:20]2=[N:19][N:18]=1.O[C:36]1[CH:46]=[CH:45][C:39]([C:40]([O:42][CH2:43][CH3:44])=[O:41])=[CH:38][CH:37]=1.C1(P(C2C=CC=CC=2)C2C=CC=CC=2)C=CC=CC=1>C1COCC1>[F:34][C:16]([F:15])([F:33])[C:17]1[N:21]2[N:22]=[C:23]([N:26]3[CH2:31][CH2:30][CH:29]([O:32][C:36]4[CH:46]=[CH:45][C:39]([C:40]([O:42][CH2:43][CH3:44])=[O:41])=[CH:38][CH:37]=4)[CH2:28][CH2:27]3)[CH:24]=[CH:25][C:20]2=[N:19][N:18]=1. Procedure details: DIAD (2.262 mL, 11.49 mmol) was added to 1-[3-(trifluoromethyl)-[1,2,4]triazolo[4,3-b]pyridazin-6-yl]piperidin-4-ol (3 g, 10.44 mmol), ethyl 4-hydroxybenzoate (1.909 g, 11.49 mmol) and triphenylphosphine (3.01 g, 11.49 mmol) in THF (50 mL) under nitrogen. The resulting solution was stirred at ambient temperature for 4 hours. The crude product was purified by ion exchange chromatography, using an SCX column. The desired product was eluted from the column using 2M ammonia in methanol. The crude so... Reactants: O[C@@H]1[C@H]([C@H]2[C@@H]3CCC([C@@]3(C)CC[C@@H]2[C@]2(CCC(C=C12)=O)C)=O)O (6β,7α-dihydroxy-4-androstene-3,17-dione), CS(=O)(=O)Cl (methanesulfonyl chloride). Run in N1=CC=CC=C1 (pyridine). The product is CS(=O)(=O)O[C@@H]1[C@H]([C@H]2[C@@H]3CCC([C@@]3(C)CC[C@@H]2[C@]2(CCC(C=C12)=O)C)=O)OS(=O)(=O)C (6β,7α-Dimethanesulfonyloxy-4-androstene-3,17-dione). Reaction SMILES: [OH:1][C@H:2]1[C:19]2[C@:14]([CH3:21])([CH2:15][CH2:16][C:17](=[O:20])[CH:18]=2)[C@@H:13]2[C@H:4]([C@H:5]3[C@@:9]([CH2:11][CH2:12]2)([CH3:10])[C:8](=[O:22])[CH2:7][CH2:6]3)[C@@H:3]1[OH:23].[CH3:24][S:25](Cl)(=[O:27])=[O:26]>N1C=CC=CC=1>[CH3:24][S:25]([O:1][C@H:2]1[C:19]2[C@:14]([CH3:21])([CH2:15][CH2:16][C:17](=[O:20])[CH:18]=2)[C@@H:13]2[C@H:4]([C@H:5]3[C@@:9]([CH2:11][CH2:12]2)([CH3:10])[C:8](=[O:22])[CH2:7][CH2:6]3)[C@@H:3]1[O:23][S:25]([CH3:24])(=[O:27])=[O:26])(=[O:27])=[O:26]. Reported procedure: In a manner similar to that described in Example 1C, treat 6β,7α-dihydroxy-4-androstene-3,17-dione (150 mg.) in pyridine (5 ml.) with methanesulfonyl chloride (1 ml.) for two hours at room temperature. Isolate the resultant product in a manner similar to that described in Example 1C to obtain 180 mg. of 6β,7α-dimethanesulfonyloxy-4-androstene-3,17-dione which is used without further purification in the following step 31C. The reactants are [OH-].[Na+] (sodium hydroxide), ClC(=O)OCCCl (β-chloroethyl chloroformate), Cl.NC1=C(C=CC(=C1OC)N)OC (2,4-diamino-1,3-dimethoxybenzene hydrochloride), O1CCOCC1 (dioxane), C([O-])([O-])=O.[Ca+2] (calcium carbonate). Solvent: O (water). Reaction conditions: temperature 90 celsius. The product is ClCCOC(=O)NC1=C(C=CC(=C1OC)NC(=O)OCCCl)OC (2,4-bis(β-chloroethoxycarbonyl)amino-1,3-dimethoxy benzene). RXN SMILES: [ClH:1].[NH2:2][C:3]1[C:8]([O:9][CH3:10])=[C:7]([NH2:11])[CH:6]=[CH:5][C:4]=1[O:12][CH3:13].[OH-].[Na+].[C:16](=[O:19])([O-:18])[O-].[Ca+2].Cl[C:22]([O:24][CH2:25][CH2:26][Cl:27])=[O:23].O1[CH2:33][CH2:32]OCC1>O>[Cl:1][CH2:32][CH2:33][O:18][C:16]([NH:2][C:3]1[C:8]([O:9][CH3:10])=[C:7]([NH:11][C:22]([O:24][CH2:25][CH2:26][Cl:27])=[O:23])[CH:6]=[CH:5][C:4]=1[O:12][CH3:13])=[O:19] |f:0.1,2.3,4.5|. Reported procedure: 0.05 mole (12.05 g) of 2,4-diamino-1,3-dimethoxybenzene hydrochloride was added to 90 ml of dioxane, followed by 10 ml of 10N sodium hydroxide. The temperature was raised to the region of 85°-90° C. and then 10 g of calcium carbonate were added. 15 g of β-chloroethyl chloroformate were then introduced with stirring. Upon completion of the addition, heating was maintained at 90° C. for 15 minutes. The reaction mixture was diluted with 500 g of iced water. Upon acidification of the reaction mixtur... Reaction SMILES: [C-:22]#[N:23].[ClH:28].[N:18]([O-:19])=[O:20].[NH2:1][c:2]1[cH:3][c:4]2[c:5]([OH:17])[c:6]([C:12](=[O:13])[O:14][CH2:15][CH3:16])[n:7][n:8][c:9]2[cH:10][cH:11]1.[Na+:21].[Na:24][C:25]#[N:26].[OH2:27]>>[c:2]1([C:25]#[N:26])[cH:3][c:4]2[c:5]([OH:17])[c:6]([C:12](=[O:13])[O:14][CH2:15][CH3:16])[n:7][n:8][c:9]2[cH:10][cH:11]1. The product is CCOC(=O)c1nnc2ccc(C#N)cc2c1O. The reactants are [C-]#N, Cl, O=N[O-], CCOC(=O)c1nnc2ccc(N)cc2c1O, [Na+], N#C[Na], O. The reactants are Cn1cc(C(=O)O)cn1, Cl, CNCCF. Yields the product CN(CCF)C(=O)c1cnn(C)c1. Reaction SMILES: [CH3:1][n:2]1[n:3][cH:4][c:5]([C:7](=[O:8])[OH:9])[cH:6]1.[ClH:10].[F:11][CH2:12][CH2:13][NH:14][CH3:15]>>[CH3:1][n:2]1[n:3][cH:4][c:5]([C:7](=[O:9])[N:14]([CH2:13][CH2:12][F:11])[CH3:15])[cH:6]1. Reactants: C(C)#N (acetonitrile), Cl.CON (O-methylhydroxylamine hydrochloride), C1(=CC=CC=C1)C1CCC(O1)O (5-phenyloxolan-2-ol). Run in O (water), C(C)(=O)OCC (ethyl acetate), CCCCCC (hexane), C(C)N(CC)CC (triethylamine), O (water). Run at time 0.5 hour. Yields the product CON=CCCC(O)C1=CC=CC=C1 (4-(methoxyimino)-1-phenylbutan-1-ol). The yield is 95.4%. As a reaction SMILES: C(#N)C.Cl.[CH3:5][O:6][NH2:7].[C:8]1([CH:14]2[O:18][CH:17](O)[CH2:16][CH2:15]2)[CH:13]=[CH:12][CH:11]=[CH:10][CH:9]=1>O.C(OCC)(=O)C.CCCCCC.C(N(CC)CC)C>[CH3:5][O:6][N:7]=[CH:17][CH2:16][CH2:15][CH:14]([C:8]1[CH:13]=[CH:12][CH:11]=[CH:10][CH:9]=1)[OH:18] |f:1.2|. Reported procedure: 12 mL of acetonitrile, 6 mL of water and 1.0 g of O-methylhydroxylamine hydrochloride were added to 0.98 g of the 5-phenyloxolan-2-ol, and thereafter, 1.08 mL of triethylamine was added dropwise to the mixture. The thus obtained mixture was stirred at room temperature for 0.5 hours. Thereafter, hexane, ethyl acetate and water were added to the reaction mixture, and the water layer was then removed. The organic layer was dried over anhydrous sodium sulfate. After that, the solvent was distilled a... Starting materials: CC1(OB(OC1(C)C)C1=CC2=CC=C(C=C2C=C1)B1OC(C(O1)(C)C)(C)C)C (2,6-bis(4,4,5,5-tetramethyl-1,3,2-dioxaborolan-2-yl)naphthalene), BrC=1N=C2C(=NC1)N(C(=N2)[C@H]2N(CCC2)C(=O)OC(C)(C)C)COCC[Si](C)(C)C ((S)-tert-butyl 2-(5-bromo-1-((2-(trimethylsilyl)ethoxy)methyl)-1H-imidazo[4,5-b]pyrazin-2-yl)pyrrolidine-1-carboxylate), C([O-])([O-])=O.[Cs+].[Cs+] (cesium carbonate), C1(CCCCC1)P(C1=C(C=CC=C1)C1=C(C=CC=C1OC)OC)C1CCCCC1 (dicyclohexyl(2′,6′-dimethoxybiphenyl-2-yl)phosphine). The reagents and catalysts are C(C)(=O)[O-].[Pd+2].C(C)(=O)[O-] (palladium(II) acetate). The solvent is O (water), C1CCOC1 (THF), C1CCOC1 (THF). Conditions: temperature 120 celsius. Yields the product (2S,2′S)-tert-butyl 2,2′-(5,5′-(naphthalene-2,6-diyl)bis(1-((2-(trimethylsilyl)ethoxy)methyl)-1H-imidazo[4,5-b]pyrazine-5,2-diyl))dipyrrolidine-1-carboxylate, CC1(OB(OC1(C)C)C=1C=C2C=CC(=CC2=CC1)C=1N=C2C(=NC1)N(C(=N2)[C@H]2N(CCC2)C(=O)OC(C)(C)C)COCC[Si](C)(C)C)C ((S)-tert-butyl 2-(5-(6-(4,4,5,5-tetramethyl-1,3,2-dioxaborolan-2-yl)naphthalen-2-yl)-1-((2-(trimethylsilyl)ethoxy)methyl)-1H-imidazo[4,5-b]pyrazin-2-yl)pyrrolidine-1-carboxylate). Reaction SMILES: [CH3:1][C:2]1([CH3:28])[C:6]([CH3:8])([CH3:7])[O:5][B:4]([C:9]2[CH:18]=[CH:17][C:16]3[C:11](=[CH:12][CH:13]=[C:14](B4OC(C)(C)C(C)(C)O4)[CH:15]=3)[CH:10]=2)[O:3]1.Br[C:30]1[N:31]=[C:32]2[N:38]=[C:37]([C@@H:39]3[CH2:43][CH2:42][CH2:41][N:40]3[C:44]([O:46][C:47]([CH3:50])([CH3:49])[CH3:48])=[O:45])[N:36]([CH2:51][O:52][CH2:53][CH2:54][Si:55]([CH3:58])([CH3:57])[CH3:56])[C:33]2=[N:34][CH:35]=1.C(=O)([O-])[O-].[Cs+].[Cs+].C1(P(C2CCCCC2)C2C=CC=CC=2C2C(OC)=CC=CC=2OC)CCCCC1>C([O-])(=O)C.[Pd+2].C([O-])(=O)C.C1COCC1.O>[CH3:7][C:6]1([CH3:8])[C:2]([CH3:1])([CH3:28])[O:3][B:4]([C:9]2[CH:10]=[C:11]3[C:16](=[CH:17][CH:18]=2)[CH:15]=[C:14]([C:30]2[N:31]=[C:32]4[N:38]=[C:37]([C@@H:39]5[CH2:43][CH2:42][CH2:41][N:40]5[C:44]([O:46][C:47]([CH3:50])([CH3:49])[CH3:48])=[O:45])[N:36]([CH2:51][O:52][CH2:53][CH2:54][Si:55]([CH3:58])([CH3:57])[CH3:56])[C:33]4=[N:34][CH:35]=2)[CH:13]=[CH:12]3)[O:5]1 |f:2.3.4,6.7.8|. Procedure details: In a microwave vial, 2,6-bis(4,4,5,5-tetramethyl-1,3,2-dioxaborolan-2-yl)naphthalene (149 mg, 0.393 mmol), (S)-tert-butyl 2-(5-bromo-1-((2-(trimethylsilyl)ethoxy)methyl)-1H-imidazo[4,5-b]pyrazin-2-yl)pyrrolidine-1-carboxylate (294 mg, 0.590 mmol) (or a SEM regioisomer), cesium carbonate (384 mg, 1.18 mmol) and dicyclohexyl(2′,6′-dimethoxybiphenyl-2-yl)phosphine (32.3 mg, 0.079 mmol) were dissolved into THF (4 mL) and water (0.4 mL). An additional 1.5 mL of THF was added and the reaction was spar... The reactants are CS(C)=O, CS(=O)(=O)c1ccc(-n2nc(C(F)(F)F)c(C#N)c2Cl)nc1, [Cs+], [F-], Fc1ccccc1CS, O. Product: CS(=O)(=O)c1ccc(-n2nc(C(F)(F)F)c(C#N)c2SCc2ccccc2F)nc1. Reaction SMILES: [CH3:35][S:36]([CH3:37])=[O:38].[Cl:1][c:2]1[c:3]([C:21]#[N:22])[c:4]([C:17]([F:18])([F:19])[F:20])[n:5][n:6]1-[c:7]1[n:8][cH:9][c:10]([S:13](=[O:14])(=[O:15])[CH3:16])[cH:11][cH:12]1.[Cs+:33].[F-:32].[F:23][c:24]1[c:25]([CH2:30][SH:31])[cH:26][cH:27][cH:28][cH:29]1.[OH2:34]>>[c:2]1([S:31][CH2:30][c:25]2[c:24]([F:23])[cH:29][cH:28][cH:27][cH:26]2)[c:3]([C:21]#[N:22])[c:4]([C:17]([F:18])([F:19])[F:20])[n:5][n:6]1-[c:7]1[n:8][cH:9][c:10]([S:13](=[O:14])(=[O:15])[CH3:16])[cH:11][cH:12]1. Starting materials: CC(=O)O, [Cl-], O=C(c1ccc([N+](=O)[O-])cc1)N1CCC(F)(F)C(=O)c2ccccc21, [Na+], [OH-]. Product: Nc1ccc(C(=O)N2CCC(F)(F)C(=O)c3ccccc32)cc1. Reaction SMILES: [CH3:29][C:30](=[O:31])[OH:32].[Cl-:26].[F:1][C:2]1([F:25])[CH2:3][CH2:4][N:5]([C:14]([c:15]2[cH:16][cH:17][c:18]([N+:21]([O-:22])=[O:23])[cH:19][cH:20]2)=[O:24])[c:6]2[c:7]([cH:10][cH:11][cH:12][cH:13]2)[C:8]1=[O:9].[Na+:28].[OH-:27]>>[F:1][C:2]1([F:25])[CH2:3][CH2:4][N:5]([C:14]([c:15]2[cH:16][cH:17][c:18]([NH2:21])[cH:19][cH:20]2)=[O:24])[c:6]2[c:7]([cH:10][cH:11][cH:12][cH:13]2)[C:8]1=[O:9]. Starting materials: C(O)(O)=O.NC(=N)N (guanidine carbonate), CC1=CC=C(C=C1)S(=O)(=O)CC(=O)O (4-methylphenylsulfonylacetic acid), CC1=CC=C(C=C1)S(=O)(=O)CC(=O)O (4-methylphenylsulfonylacetic acid). Run in C(C)O (ethanol). Conditions: time 18 hour. Yields the product NC(=[NH2+])N.CC1=CC=C(C=C1)S(=O)(=O)CC(=O)[O-] (Guanidinium 4-methylphenylsulfonylacetate). RXN SMILES: [CH3:1][C:2]1[CH:7]=[CH:6][C:5]([S:8]([CH2:11][C:12]([OH:14])=[O:13])(=[O:10])=[O:9])=[CH:4][CH:3]=1.C(=O)(O)O.[NH2:19][C:20]([NH2:22])=[NH:21]>C(O)C>[NH2:21][C:20]([NH2:22])=[NH2+:19].[CH3:1][C:2]1[CH:7]=[CH:6][C:5]([S:8]([CH2:11][C:12]([O-:14])=[O:13])(=[O:9])=[O:10])=[CH:4][CH:3]=1 |f:1.2,4.5|. Reported procedure: Guanidinium 4-methylphenylsulfonylacetate was prepared as follows: To a mixture of 4.441 g (0.0207 mol) of 4-methylphenylsulfonylacetic acid in 25 mL of ethanol was added 1.867 g (0.0104 mol) of guanidine carbonate and the mixture stirred at room temperature for 18 hr. The resultant product was then filtered off and air dried to afford 5.150 g; mp 152°-153° C. (dec). NMR was in agreement with the proposed structure. The 4-methylphenylsulfonylacetic acid was obtained from Lancaster Synthesis Inc....